From a dataset of the Open Reaction Database (ORD), a public repository of structured organic reaction records. describe an organic reaction: reactants, conditions, products, and yield Reactants: CN1CC2=C(\C(=C/C1)\C1=CC=C(C=C1)C)C=CC(=C2)N2CCN(CC2)C2=NC=CC=N2 ((Z)-2-methyl-8-(4-(pyrimidin-2-yl)piperazin-1-yl)-5-p-tolyl-2,3-dihydro-1H-benzo[c]azepine). The reagents and catalysts are [OH-].[Pd+2].[OH-] (palladium(II) hydroxide). Solvent: C(C)O (ethanol). Conditions: time 1 hour. Product: N1C=CC=CC2=C1C=CC=C2 (racemic benzazepine). Yield: 121.2%. Reaction SMILES: C[N:2]1[CH2:8][CH:7]=[C:6](C2C=CC(C)=CC=2)[C:5]2[CH:16]=[CH:17][C:18](N3CCN(C4N=CC=CN=4)CC3)=[CH:19][C:4]=2[CH2:3]1>C(O)C.[OH-].[Pd+2].[OH-]>[NH:2]1[C:3]2[CH:4]=[CH:19][CH:18]=[CH:17][C:16]=2[CH:5]=[CH:6][CH:7]=[CH:8]1 |f:2.3.4|. Procedure: To a solution of the dihydrobenzazepine (0.20 g, 0.49 mmol) from step I above in ethanol (30 mL) was added palladium(II) hydroxide (0.20 g, 0.28 mmol). The reaction solution was shaken under hydrogen (35 psi) for 1 h. The resultant reaction mixture was filtered through a pad of Celite and concentrated in vacuo. The crude product was purified by preparative HPLC to give the desired racemic benzazepine (85 mg, 42%) as an off-white foam: 1H NMR (CDCl3, 500 MHz) δ 8.33 (d, J=5.0 Hz, 2H), 7.15 (d, J=... Starting materials: C(=O)N[C@@H](CC(O)=O)C(=O)N[C@@H](CC1=CC=CC=C1)C(=O)O (N-formyl-α-L-aspartyl-L-phenylalanine), Cl (hydrogen chloride), CO (methanol). Product: COC([C@@H](NC([C@@H](N)CC(O)=O)=O)CC1=CC=CC=C1)=O (α-L-aspartyl-L-phenylalanine methyl ester). Reaction SMILES: C([NH:3][C@H:4]([C:9]([NH:11][C@H:12]([C:20]([OH:22])=[O:21])[CH2:13][C:14]1[CH:19]=[CH:18][CH:17]=[CH:16][CH:15]=1)=[O:10])[CH2:5][C:6](=[O:8])[OH:7])=O.Cl.[CH3:24]O>>[CH3:24][O:22][C:20](=[O:21])[C@H:12]([CH2:13][C:14]1[CH:15]=[CH:16][CH:17]=[CH:18][CH:19]=1)[NH:11][C:9](=[O:10])[C@H:4]([CH2:5][C:6](=[O:8])[OH:7])[NH2:3]. Procedure: A process comprising reacting N-formyl-aspartic anhydride with l-phenylalanine in glacial acetic acid to form N-formyl-α-L-aspartyl-L-phenylalanine, removing the formyl group from N-formyl-α-L-aspartyl-L-phenylalanine by hydrolysis with an aqueous solution of hydrogen chloride and esterifying the resulting α-L-aspartyl-L-phenylalanine with methanol in the presence of hydrogen chloride to form α-L-aspartyl-L-phenylalanine methyl ester and recovering the α-L-asparatyl-L-phenylalanine methyl ester. Starting materials: CC(=O)O[BH-](OC(C)=O)OC(C)=O, O=C([O-])O, C=O, COC(=O)c1ccc(CNC2CC3CCC(C2)N3C(=O)OC(C)(C)C)cc1, CC(=O)O, CC(Cl)Cl, [Na+], [Na+]. The product is COC(=O)c1ccc(CN(C)C2CC3CCC(C2)N3C(=O)OC(C)(C)C)cc1. Reaction SMILES: [C:34]([O:35][BH-:36]([O:37][C:38](=[O:39])[CH3:40])[O:41][C:42](=[O:43])[CH3:44])(=[O:45])[CH3:46].[C:48](=[O:49])([OH:50])[O-:51].[CH2:28]=[O:29].[CH3:1][O:2][C:3](=[O:4])[c:5]1[cH:6][cH:7][c:8]([CH2:11][NH:12][CH:13]2[CH2:14][CH:15]3[CH2:16][CH2:17][CH:18]([CH2:19]2)[N:20]3[C:21](=[O:22])[O:23][C:24]([CH3:25])([CH3:26])[CH3:27])[cH:9][cH:10]1.[CH3:30][C:31](=[O:32])[OH:33].[Cl:53][CH:54]([Cl:55])[CH3:56].[Na+:47].[Na+:52]>>[CH3:1][O:2][C:3](=[O:4])[c:5]1[cH:6][cH:7][c:8]([CH2:11][N:12]([CH:13]2[CH2:14][CH:15]3[CH2:16][CH2:17][CH:18]([CH2:19]2)[N:20]3[C:21](=[O:22])[O:23][C:24]([CH3:25])([CH3:26])[CH3:27])[CH3:30])[cH:9][cH:10]1.